Dataset: the Open Reaction Database (ORD), a public repository of structured organic reaction records. Task: describe an organic reaction: reactants, conditions, products, and yield Reactants: C1CCOC1, CC(C)(C)O, O=C(O)c1cc2ccccc2[nH]1. The product is CC(C)(C)OC(=O)c1cc2ccccc2[nH]1. RXN SMILES: [CH2:18]1[O:19][CH2:20][CH2:21][CH2:22]1.[CH3:13][C:14]([CH3:15])([CH3:16])[OH:17].[nH:1]1[c:2]([C:10](=[O:11])[OH:12])[cH:3][c:4]2[cH:5][cH:6][cH:7][cH:8][c:9]12>>[nH:1]1[c:2]([C:10]([O:11][C:14]([CH3:13])([CH3:15])[CH3:16])=[O:12])[cH:3][c:4]2[cH:5][cH:6][cH:7][cH:8][c:9]12. Starting materials: CCn1c(=O)c2cc(C=O)cn2c2ccccc21, CCO, CC(=O)[O-], Cl, NO, [Na+], O. Product: CCn1c(=O)c2cc(C=NO)cn2c2ccccc21. RXN SMILES: [CH2:9]([CH3:10])[n:11]1[c:12](=[O:26])[c:13]2[n:14]([c:15]3[cH:16][cH:17][cH:18][cH:19][c:20]13)[cH:21][c:22]([CH:24]=[O:25])[cH:23]2.[CH3:28][CH2:29][OH:30].[CH3:5][C:6](=[O:7])[O-:8].[ClH:1].[NH2:2][OH:3].[Na+:4].[OH2:27]>>[N:2]([OH:3])=[CH:24][c:22]1[cH:21][n:14]2[c:13]([c:12](=[O:26])[n:11]([CH2:9][CH3:10])[c:20]3[c:15]2[cH:16][cH:17][cH:18][cH:19]3)[cH:23]1.